Dataset: the Open Reaction Database (ORD), a public repository of structured organic reaction records. Task: describe an organic reaction: reactants, conditions, products, and yield Reactants: CCOC(=O)CCc1ccc(C(F)(F)F)cc1, CC(C)C[AlH]CC(C)C, Cc1ccccc1, [Cl-], [Mg+2], [NH4+], O=S(=O)([O-])[O-]. Yields the product O=CCCc1ccc(C(F)(F)F)cc1. RXN SMILES: [CH2:1]([O:3][C:4](=[O:2])[CH2:5][CH2:6][c:7]1[cH:8][cH:9][c:10]([C:13]([F:14])([F:15])[F:16])[cH:11][cH:12]1)[CH3:17].[CH3:18][CH:19]([CH2:20][AlH:21][CH2:22][CH:23]([CH3:24])[CH3:25])[CH3:26].[CH3:35][c:36]1[cH:37][cH:38][cH:39][cH:40][cH:41]1.[Cl-:27].[Mg+2:29].[NH4+:28].[O-:30][S:31](=[O:32])(=[O:33])[O-:34]>>[O:3]=[CH:4][CH2:5][CH2:6][c:7]1[cH:8][cH:9][c:10]([C:13]([F:14])([F:15])[F:16])[cH:11][cH:12]1.